From a dataset of the Open Reaction Database (ORD), a public repository of structured organic reaction records. describe an organic reaction: reactants, conditions, products, and yield Starting materials: CC(C)(C)NS(=O)(=O)c1cccc(-c2cccc(-c3nc(-c4ccc(C(F)(F)F)cc4)cc(C(F)(F)F)n3)c2)c1, ClCCl, O=C(O)C(F)(F)F. The product is NS(=O)(=O)c1cccc(-c2cccc(-c3nc(-c4ccc(C(F)(F)F)cc4)cc(C(F)(F)F)n3)c2)c1. Reaction SMILES: [C:1]([CH3:2])([CH3:3])([CH3:4])[NH:5][S:6](=[O:7])(=[O:8])[c:9]1[cH:10][c:11](-[c:15]2[cH:16][c:17](-[c:21]3[n:22][c:23](-[c:31]4[cH:32][cH:33][c:34]([C:37]([F:38])([F:39])[F:40])[cH:35][cH:36]4)[cH:24][c:25]([C:27]([F:28])([F:29])[F:30])[n:26]3)[cH:18][cH:19][cH:20]2)[cH:12][cH:13][cH:14]1.[Cl:48][CH2:49][Cl:50].[F:41][C:42]([F:43])([F:44])[C:45]([OH:46])=[O:47]>>[NH2:5][S:6](=[O:7])(=[O:8])[c:9]1[cH:10][c:11](-[c:15]2[cH:16][c:17](-[c:21]3[n:22][c:23](-[c:31]4[cH:32][cH:33][c:34]([C:37]([F:38])([F:39])[F:40])[cH:35][cH:36]4)[cH:24][c:25]([C:27]([F:28])([F:29])[F:30])[n:26]3)[cH:18][cH:19][cH:20]2)[cH:12][cH:13][cH:14]1. The reactants are NC1=C(C(=O)O)C=CC=C1[N+](=O)[O-] (2-amino-3-nitrobenzoic acid), ClN1C(CCC1=O)=O (N-chlorosuccinimide), O (water). The product is NC1=C(C(=O)O)C=C(C=C1[N+](=O)[O-])Cl (2-Amino-5-chloro-3-nitrobenzoic acid). Conditions: temperature 80 celsius. Solvent: C(C)(=O)O (acetic acid). As a reaction SMILES: [NH2:1][C:2]1[C:10]([N+:11]([O-:13])=[O:12])=[CH:9][CH:8]=[CH:7][C:3]=1[C:4]([OH:6])=[O:5].[Cl:14]N1C(=O)CCC1=O.O>C(O)(=O)C>[NH2:1][C:2]1[C:10]([N+:11]([O-:13])=[O:12])=[CH:9][C:8]([Cl:14])=[CH:7][C:3]=1[C:4]([OH:6])=[O:5]. Reported procedure: To a solution of 2-amino-3-nitrobenzoic acid (1 g, 5.5 mmol) in acetic acid (5 mL) at room temperature was added N-chlorosuccinimide (0.953 g, 7.14 mmol). The reaction was sealed and heated via microwave for 2 h at 80° C. The resulting mixture was poured into water (ca. 20 mL), cooled to 0° C., and the product collected by filtration. 1H-NMR (2:1 CDCl3/CD3OD, 500 MHz) δ 8.24 (d, J=2.7 Hz, 1H), 8.14 (d, J=2.8 Hz, 1H); 13C NMR (126 MHz, 2:1 CDCl3/CD3OD) δ ppm 167.8, 145.7, 139.6, 132.8, 130.9, 118... Starting materials: S(=O)(=O)(O)O.CSC(N)=N (2-methylisothiourea sulfate), aqueous solution, [OH-].[K+] (potassium hydroxide), NCC1=C(C(NC(N1)=O)=O)Cl (6-aminomethyl-5-chlorouracil). Run at temperature 80 celsius. The product is Cl.ClC=1C(NC(NC1CNC(=N)N)=O)=O (5-chloro-6-(1-guanidino)methyluracil hydrochloride). Isolated yield 66.1%. As a reaction SMILES: S(O)(O)(=O)=O.CS[C:8](=[NH:10])[NH2:9].[OH-].[K+].[NH2:13][CH2:14][C:15]1[NH:20][C:19](=[O:21])[NH:18][C:17](=[O:22])[C:16]=1[Cl:23]>>[ClH:23].[Cl:23][C:16]1[C:17](=[O:22])[NH:18][C:19](=[O:21])[NH:20][C:15]=1[CH2:14][NH:13][C:8]([NH2:10])=[NH:9] |f:0.1,2.3,5.6|. Procedure details: Subsequent to addition of 455 mg of 2-methylisothiourea sulfate to 33 ml of a 0.1 N aqueous solution of potassium hydroxide under ice cooling, 600 mg of the 6-aminomethyl-5-chlorouracil obtained in Example 22 were added, followed by heating for 2 hours at 80° C. under stirring. After the reaction mixture was allowed to cool down, a crystallized matter was collected by filtration and washed with 2 N hydrochloric acid, whereby 287 mg of the title compound were obtained (yield: 33%). Reactants: Cl.O=C1C2(C=3C(=NC=CC3)N1)CC1=CC=C(C=C1C2)NC2=CC(=NC=N2)C(=O)O (6-(2′-oxo-1,1′,2′,3-tetrahydrospiro[indene-2,3′-pyrrolo[2,3-b]pyridin]-5-ylamino)pyrimidine-4-carboxylic acid hydrochloride), N1CCC2=CC=C(C=C12)O (2,3-dihydro-1H-indol-6-ol), CCN(C(C)C)C(C)C (DIPEA), CN(C)C(=[N+](C)C)ON1C2=C(C=CC=C2)N=N1.[B-](F)(F)(F)F (TBTU). Solvent: CN(C)C=O (DMF). Yields the product OC1=CC=C2CCN(C2=C1)C(=O)C1=CC(=NC=N1)NC=1C=C2CC3(C(NC4=NC=CC=C43)=O)CC2=CC1 (5-(6-(6-hydroxyindoline-1-carbonyl)pyrimidin-4-ylamino)-1,3-dihydrospiro[indene-2,3′-pyrrolo[2,3-b]pyridin]-2′(1′H)-one). Reaction SMILES: Cl.[O:2]=[C:3]1[NH:11][C:6]2=[N:7][CH:8]=[CH:9][CH:10]=[C:5]2[C:4]21[CH2:19][C:18]1[C:13](=[CH:14][CH:15]=[C:16]([NH:20][C:21]3[N:26]=[CH:25][N:24]=[C:23]([C:27]([OH:29])=O)[CH:22]=3)[CH:17]=1)[CH2:12]2.[NH:30]1[C:38]2[C:33](=[CH:34][CH:35]=[C:36]([OH:39])[CH:37]=2)[CH2:32][CH2:31]1.CCN(C(C)C)C(C)C.CN(C(ON1N=NC2C=CC=CC1=2)=[N+](C)C)C.[B-](F)(F)(F)F>CN(C=O)C>[OH:39][C:36]1[CH:37]=[C:38]2[C:33]([CH2:32][CH2:31][N:30]2[C:27]([C:23]2[N:24]=[CH:25][N:26]=[C:21]([NH:20][C:16]3[CH:17]=[C:18]4[C:13](=[CH:14][CH:15]=3)[CH2:12][C:4]3([C:5]5[C:6](=[N:7][CH:8]=[CH:9][CH:10]=5)[NH:11][C:3]3=[O:2])[CH2:19]4)[CH:22]=2)=[O:29])=[CH:34][CH:35]=1 |f:0.1,4.5|. Procedure details: 150 mg (0.37 mmol) 6-(2′-oxo-1,1′,2′,3-tetrahydrospiro[indene-2,3′-pyrrolo[2,3-b]pyridin]-5-ylamino)pyrimidine-4-carboxylic acid hydrochloride, 50 mg (0.37 mmol) 2,3-dihydro-1H-indol-6-ol, 0.15 mL (0.87 mmol) DIPEA and 130 mg (0.41 mmol) TBTU in 1.8 mL DMF were stirred overnight at RT. The purification was carried out by preparative HPLC-MS. The product-containing fractions were combined and lyophilised. The reactants are CC(CC1(OC1)C(F)(F)F)(C)C1=CC=CC=2CCOC21 (racemic 7-{1,1-dimethyl-2-[2-(trifluoromethyl)-2-oxiranyl]ethyl}-2,3-dihydro-1-benzofuran), N1=CC=C(C=C1)N1N=CC=2C(=CC=CC12)N (1-(4-pyridinyl)-1H-indazol-4-amine), N1=CC=C(C=C1)N1N=CC=2C(=CC=CC12)N (1-(4-pyridinyl)-1H-indazol-4-amine), crude product. The solvent is CS(=O)C.CO (DMSO MeOH). Reaction conditions: temperature 150 celsius. Product: O1CCC2=C1C(=CC=C2)C(CC(C(F)(F)F)(O)CNC2=C1C=NN(C1=CC=C2)C2=CC=NC=C2)(C)C (4-(2,3-Dihydro-1-benzofuran-7-yl)-1,1,1-trifluoro-4-methyl-2-({[1-(4-pyridinyl)-1H-indazol-4-yl]amino}methyl)-2-pentanol). Isolated yield 8.5%. Reaction SMILES: [CH3:1][C:2]([C:12]1[C:20]2[O:19][CH2:18][CH2:17][C:16]=2[CH:15]=[CH:14][CH:13]=1)([CH3:11])[CH2:3][C:4]1([C:7]([F:10])([F:9])[F:8])[CH2:6][O:5]1.[N:21]1[CH:26]=[CH:25][C:24]([N:27]2[C:35]3[CH:34]=[CH:33][CH:32]=[C:31]([NH2:36])[C:30]=3[CH:29]=[N:28]2)=[CH:23][CH:22]=1>CS(C)=O.CO>[O:19]1[C:20]2[C:12]([C:2]([CH3:11])([CH3:1])[CH2:3][C:4]([CH2:6][NH:36][C:31]3[CH:32]=[CH:33][CH:34]=[C:35]4[C:30]=3[CH:29]=[N:28][N:27]4[C:24]3[CH:25]=[CH:26][N:21]=[CH:22][CH:23]=3)([OH:5])[C:7]([F:10])([F:8])[F:9])=[CH:13][CH:14]=[CH:15][C:16]=2[CH2:17][CH2:18]1 |f:2.3|. Procedure: A mixture of racemic 7-{1,1-dimethyl-2-[2-(trifluoromethyl)-2-oxiranyl]ethyl}-2,3-dihydro-1-benzofuran (which may be prepared according to WO 04/063163, 27 mg, 0.095 mmol) and 1-(4-pyridinyl)-1H-indazol-4-amine (Intermediate 5) (20 mg, 0.095 mmol) was heated by microwave (200 W) at 150° C. for 20 minutes. The crude product was cooled, dissolved in DMSO/MeOH and purified by mass-directed autopreparation. The appropriate fractions were evaporated to give the title compound (4 mg). The reactants are three, BrBr (bromine), CN(C=O)C (dimethylformamide), FC(C(CCCO)=O)(F)F (trifluoro-5-hydroxy-2-pentanone), colorless oil, CN(C=O)C (dimethyl formamide). Solvent: CCOCC (ether). Reaction conditions: temperature -5 celsius, time 8 hour. Yields the product FC(C(CCCBr)=O)(F)F (1,1,1-Trifluoro-5-bromo-2-pentanone). Reaction SMILES: CN(C)C=O.[F:6][C:7]([F:15])([F:14])[C:8](=[O:13])[CH2:9][CH2:10][CH2:11]O.[Br:16]Br>CCOCC>[F:6][C:7]([F:15])([F:14])[C:8](=[O:13])[CH2:9][CH2:10][CH2:11][Br:16]. Procedure details: A 500 mL three neck round bottom flask, fitted with dropping funnel, magnetic stirrer, ice-salt bath, and argon inlet is charged with 125 mL of dry dimethylformamide, 29 g(35.7 mM) of trifluoro-5-hydroxy-2-pentanone. This mixture was cooled to -5° C. and 11.5 g(71.6 mM) of bromine was added dropwise over a two hour period. After stirring overnight at ambient temperature the reaction mixture was distilled through a 30 cm vigreaux column at 2.0 mm of pressure. Two fractions were collected; the fir...